Task: describe an organic reaction: reactants, conditions, products, and yield. Dataset: the Open Reaction Database (ORD), a public repository of structured organic reaction records Reactants: C1CCOC1, Cc1cc(-c2ccc(C(F)(F)F)cc2)cc(-c2cccc(-c3cccc(S(=O)(=O)Cl)c3)n2)n1, CCOC(C)=O, NC1CC1. As a reaction SMILES: [CH2:38]1[O:39][CH2:40][CH2:41][CH2:42]1.[CH3:1][c:2]1[cH:3][c:4](-[c:24]2[cH:25][cH:26][c:27]([C:30]([F:31])([F:32])[F:33])[cH:28][cH:29]2)[cH:5][c:6](-[c:8]2[n:9][c:10](-[c:14]3[cH:15][c:16]([S:20](=[O:21])(=[O:22])[Cl:23])[cH:17][cH:18][cH:19]3)[cH:11][cH:12][cH:13]2)[n:7]1.[CH3:43][CH2:44][O:45][C:46]([CH3:47])=[O:48].[CH:34]1([NH2:37])[CH2:35][CH2:36]1>>[CH3:1][c:2]1[cH:3][c:4](-[c:24]2[cH:25][cH:26][c:27]([C:30]([F:31])([F:32])[F:33])[cH:28][cH:29]2)[cH:5][c:6](-[c:8]2[n:9][c:10](-[c:14]3[cH:15][c:16]([S:20](=[O:21])(=[O:22])[NH:37][CH:34]4[CH2:35][CH2:36]4)[cH:17][cH:18][cH:19]3)[cH:11][cH:12][cH:13]2)[n:7]1. The product is Cc1cc(-c2ccc(C(F)(F)F)cc2)cc(-c2cccc(-c3cccc(S(=O)(=O)NC4CC4)c3)n2)n1. The reactants are [BH4-], CC1(C)C2CCC(C2)C1CCC(=O)CCC1C2CCC(C2)C1(C)C, CCO, [Na+]. Reaction SMILES: [BH4-:25].[CH3:1][C:2]1([CH3:24])[CH:3]([CH2:9][CH2:10][C:11]([CH2:12][CH2:13][CH:14]2[CH:15]3[CH2:16][CH2:17][CH:18]([C:19]2([CH3:20])[CH3:21])[CH2:22]3)=[O:23])[CH:4]2[CH2:5][CH2:6][CH:7]1[CH2:8]2.[CH3:27][CH2:28][OH:29].[Na+:26]>>[CH3:1][C:2]1([CH3:24])[CH:3]([CH2:9][CH2:10][CH:11]([CH2:12][CH2:13][CH:14]2[CH:15]3[CH2:16][CH2:17][CH:18]([C:19]2([CH3:20])[CH3:21])[CH2:22]3)[OH:23])[CH:4]2[CH2:5][CH2:6][CH:7]1[CH2:8]2. Product: CC1(C)C2CCC(C2)C1CCC(O)CCC1C2CCC(C2)C1(C)C. Reactants: COc1ccc(-n2nnnc2C(F)(F)F)c(Br)c1, CC(C)(C)OC(=O)N1CCCC2(C=C([Sn](C)(C)C)CO2)C1c1ccccc1, Cc1ccccc1, [Cl-], [Li+]. Product: COc1ccc(-n2nnnc2C(F)(F)F)c(C2=CC3(CCCN(C(=O)OC(C)(C)C)C3c3ccccc3)OC2)c1. As a reaction SMILES: [Br:30][c:31]1[cH:32][c:33]([O:46][CH3:47])[cH:34][cH:35][c:36]1-[n:37]1[n:38][n:39][n:40][c:41]1[C:42]([F:43])([F:44])[F:45].[C:1]([CH3:2])([CH3:3])([CH3:4])[O:5][C:6](=[O:7])[N:8]1[CH:9]([c:22]2[cH:23][cH:24][cH:25][cH:26][cH:27]2)[C:10]2([CH:11]=[C:12]([Sn:15]([CH3:16])([CH3:17])[CH3:18])[CH2:13][O:14]2)[CH2:19][CH2:20][CH2:21]1.[CH3:48][c:49]1[cH:50][cH:51][cH:52][cH:53][cH:54]1.[Cl-:29].[Li+:28]>>[C:1]([CH3:2])([CH3:3])([CH3:4])[O:5][C:6](=[O:7])[N:8]1[CH:9]([c:22]2[cH:23][cH:24][cH:25][cH:26][cH:27]2)[C:10]2([CH:11]=[C:12]([c:31]3[cH:32][c:33]([O:46][CH3:47])[cH:34][cH:35][c:36]3-[n:37]3[n:38][n:39][n:40][c:41]3[C:42]([F:43])([F:44])[F:45])[CH2:13][O:14]2)[CH2:19][CH2:20][CH2:21]1. Starting materials: Pd(CH2COCH2COCH3)2, C(CCC)P(CCCCP(CCCC)CCCC)CCCC (1,4-bis(dibutylphosphino)butane), C(CCCO)O (1,4-butane-diol), C(C=C)N (monoallylamine), C(C=C)O (allyl alcohol), N (ammonia). Reaction conditions: time 2 hour. Yields the product 0.91, C(C=C)NCC=C (diallylamine), C(C=C)N(CC=C)CC=C (triallylamine). As a reaction SMILES: C(P(C[CH2:20][CH2:21][CH3:22])CCCCP(CCCC)CCCC)CCC.C(O)[CH2:24][CH2:25][CH2:26]O.[CH2:29](O)[CH:30]=[CH2:31].N.[CH2:34]([NH2:37])[CH:35]=[CH2:36]>>[CH2:34]([NH:37][CH2:20][CH:21]=[CH2:22])[CH:35]=[CH2:36].[CH2:29]([N:37]([CH2:34][CH:35]=[CH2:36])[CH2:24][CH:25]=[CH2:26])[CH:30]=[CH2:31]. Procedure: To 12.2 mg (0.04 millimole) of Pd(CH2COCH2COCH3)2 was added 42.6 mg (0.10 millimole) of 1,4-bis(dibutylphosphino)butane, and 5.0 g of 1,4-butane-diol was added and reaction between 8.4 g (182 millimoles) of allyl alcohol and 3.1 g (182 millimoles) of ammonia was carried out at 120° C. for 2 hours with stirring. As the products, there were obtained 0.91 (16.0 millimoles) of monoallylamine, 1.85 g (19.1 millimoles) of diallylamine and 2.35 g (17.2 millimoles) of triallylamine. The conversion based... The reactants are ON=CC1=COC2=C(C1=O)C=C(C(=C2)NS(=O)(=O)C)OC2=CC=CC=C2 (3-hydroxyiminomethyl-7-methylsulfonylamino-6-phenoxy-4H-1-benzopyran-4-one), C(C)(=O)[O-].[Na+] (sodium acetate). Solvent: C(C)(=O)O (acetic acid). Yields the product C(#N)C1=COC2=C(C1=O)C=C(C(=C2)NS(=O)(=O)C)OC2=CC=CC=C2 (3-cyano-7-methylsulfonylamino-6-phenoxy-4H-1-benzopyran-4-one). Isolated yield 84.0%. Reaction SMILES: O[N:2]=[CH:3][C:4]1[C:9](=[O:10])[C:8]2[CH:11]=[C:12]([O:20][C:21]3[CH:26]=[CH:25][CH:24]=[CH:23][CH:22]=3)[C:13]([NH:15][S:16]([CH3:19])(=[O:18])=[O:17])=[CH:14][C:7]=2[O:6][CH:5]=1.C([O-])(=O)C.[Na+]>C(O)(=O)C>[C:3]([C:4]1[C:9](=[O:10])[C:8]2[CH:11]=[C:12]([O:20][C:21]3[CH:26]=[CH:25][CH:24]=[CH:23][CH:22]=3)[C:13]([NH:15][S:16]([CH3:19])(=[O:18])=[O:17])=[CH:14][C:7]=2[O:6][CH:5]=1)#[N:2] |f:1.2|. Reported procedure: 3.0 g of 3-hydroxyiminomethyl-7-methylsulfonylamino-6-phenoxy-4H-1-benzopyran-4-one was suspended in 30 ml of acetic acid. Thereto was added 900 mg of sodium acetate. The mixture was refluxed for 3 hours. After the completion of the reaction, the solvent was removed by distillation under reduced pressure. The residue was mixed with 50 ml of ethyl acetate and 50 ml of water. The organic layer was separated, washed with water and a saturated aqueous sodium chloride solution in this order, and drie...